From a dataset of the Open Reaction Database (ORD), a public repository of structured organic reaction records. describe an organic reaction: reactants, conditions, products, and yield The reactants are BrC=1C=CC(=C(C(=O)O)C1)C (5-bromo-2-methylbenzoic acid), NC1=C(C=C(C(=O)OC)C=C1C)C (methyl 4-amino-3,5-dimethylbenzoate), C(C)(C)N(C(C)C)CC (N,N-diisopropylethylamine), CCCP1(=O)OP(=O)(OP(=O)(O1)CCC)CCC (1-propanephosphonic acid cyclic anhydride). Run in C(Cl)Cl (CH2Cl2). Conditions: time 10 minute. Product: BrC=1C=CC(=C(C(=O)NC2=C(C=C(C(=O)OC)C=C2C)C)C1)C (methyl 4-[(5-bromo-2-methyl-benzoyl)amino]-3,5-dimethyl-benzoate). The yield is 107.9%. RXN SMILES: [Br:1][C:2]1[CH:3]=[CH:4][C:5]([CH3:11])=[C:6]([CH:10]=1)[C:7]([OH:9])=O.[NH2:12][C:13]1[C:22]([CH3:23])=[CH:21][C:16]([C:17]([O:19][CH3:20])=[O:18])=[CH:15][C:14]=1[CH3:24].C(N(CC)C(C)C)(C)C.CCCP1(OP(CCC)(=O)OP(CCC)(=O)O1)=O>C(Cl)Cl>[Br:1][C:2]1[CH:3]=[CH:4][C:5]([CH3:11])=[C:6]([CH:10]=1)[C:7]([NH:12][C:13]1[C:14]([CH3:24])=[CH:15][C:16]([C:17]([O:19][CH3:20])=[O:18])=[CH:21][C:22]=1[CH3:23])=[O:9]. Procedure: To a solution of 5-bromo-2-methylbenzoic acid (2.0 g, 0.008 mol) in CH2Cl2 (20 mL) at 0° C. are added methyl 4-amino-3,5-dimethylbenzoate (1.28 g, 0.0072, see preparation 12) and N,N-diisopropylethylamine (4.12 g, 0.032 mol). After stirring the reaction mixture for 10 minutes, 1-propanephosphonic acid cyclic anhydride (50% solution in ethyl acetate, 7.63 g, 0.024 mol) is added via syringe and stirred at 50° C. After 16 hours, the solvent is removed under reduced pressure and the residue is dilut... Starting materials: C(C1=CC=CC=C1)OC1=C(C=CC=C1)CCC1(NC(OC1)=O)C (4-(2-(2-benzyloxyphenyl)ethyl)-4-methyl-2-oxazolidinone). Reagents/catalysts: [C].[Pd] (palladium-carbon). Solvent: C(C)O (ethanol). Reaction conditions: time 6 hour. Product: OC1=C(C=CC=C1)CCC1(NC(OC1)=O)C (4-(2-(2-Hydroxyphenyl)ethyl)-4-methyl-2-oxazolidinone). The yield is 61.2%. Reaction SMILES: C([O:8][C:9]1[CH:14]=[CH:13][CH:12]=[CH:11][C:10]=1[CH2:15][CH2:16][C:17]1([CH3:23])[CH2:21][O:20][C:19](=[O:22])[NH:18]1)C1C=CC=CC=1>C(O)C.[C].[Pd]>[OH:8][C:9]1[CH:14]=[CH:13][CH:12]=[CH:11][C:10]=1[CH2:15][CH2:16][C:17]1([CH3:23])[CH2:21][O:20][C:19](=[O:22])[NH:18]1 |f:2.3|. Reported procedure: To a solution of 4-(2-(2-benzyloxyphenyl)ethyl)-4-methyl-2-oxazolidinone (4.60 g) in ethanol (200 ml), 10% palladium-carbon (0.60 g) was added and the mixture was subjected to catalytic reduction at room temperature for 6 hours. Catalyst was filtered off form the reaction solution and the solvent was distilled away under reduced pressure. The residue was crystallized from ether-isopropyl ether to give the subject compound (2.0 g).